Dataset: the Open Reaction Database (ORD), a public repository of structured organic reaction records. Task: describe an organic reaction: reactants, conditions, products, and yield Reactants: CCOCC, CN(C)C=O, N#CCOc1cccc(CO)c1, O=S(Cl)Cl. The product is N#CCOc1cccc(CCl)c1. As a reaction SMILES: [CH2:22]([O:23][CH2:24][CH3:25])[CH3:26].[CH3:17][N:18]([CH3:19])[CH:20]=[O:21].[OH:1][CH2:2][c:3]1[cH:4][c:5]([O:6][CH2:7][C:8]#[N:9])[cH:10][cH:11][cH:12]1.[S:13]([Cl:14])([Cl:15])=[O:16]>>[CH2:2]([c:3]1[cH:4][c:5]([O:6][CH2:7][C:8]#[N:9])[cH:10][cH:11][cH:12]1)[Cl:15].